This data is from the Open Reaction Database (ORD), a public repository of structured organic reaction records. The task is: describe an organic reaction: reactants, conditions, products, and yield Starting materials: CC(=O)O, CO, ClCCl, CCCc1cc(N2CCN(CCO)CC2)ncc1C(O)(C(F)(F)F)C(F)(F)F, c1ccncc1. The product is CCCc1cc(N2CCN(CCOC(C)=O)CC2)ncc1C(O)(C(F)(F)F)C(F)(F)F. As a reaction SMILES: [CH3:35][C:36]([OH:37])=[O:38].[CH3:39][OH:40].[Cl:41][CH2:42][Cl:43].[F:1][C:2]([C:3]([C:4]([F:5])([F:6])[F:7])([OH:8])[c:9]1[cH:10][n:11][c:12]([N:18]2[CH2:19][CH2:20][N:21]([CH2:24][CH2:25][OH:26])[CH2:22][CH2:23]2)[cH:13][c:14]1[CH2:15][CH2:16][CH3:17])([F:27])[F:28].[cH:29]1[cH:30][cH:31][n:32][cH:33][cH:34]1>>[F:1][C:2]([C:3]([C:4]([F:5])([F:6])[F:7])([OH:8])[c:9]1[cH:10][n:11][c:12]([N:18]2[CH2:19][CH2:20][N:21]([CH2:24][CH2:25][O:26][C:36]([CH3:35])=[O:37])[CH2:22][CH2:23]2)[cH:13][c:14]1[CH2:15][CH2:16][CH3:17])([F:27])[F:28].